Dataset: the Open Reaction Database (ORD), a public repository of structured organic reaction records. Task: describe an organic reaction: reactants, conditions, products, and yield The reactants are C1(=CC=CC=C1)NC([C@@H](N(C(CCCC1=CC=CC=C1)=O)C[P@@](=O)(CCCCNC([C@H]1N(CCC1)C(=O)OCC1=CC=CC=C1)=O)OC)CC(C)C)=O ([[(R,S)-methoxy-[N-(N-(benzyloxycarbonyl)-L-prolyl)aminobutyl]phosphinyl]methyl]-4-phenylbutanoyl-L-leucine N-phenylamide), C(C1=CC=CC=C1)(=O)Cl (benzoyl chloride), CN1CCOCC1 (N-methylmorpholine). The reagents and catalysts are O.[Pd] (palladium hydroxide-on-carbon). Solvent: CO (methanol), C(C)(=O)OCC (ethyl acetate). Conditions: temperature 0 celsius. Yields the product C1(=CC=CC=C1)NC([C@@H](N(C(CCCC1=CC=CC=C1)=O)C[P@@](=O)(CCCCNC([C@H]1N(CCC1)C(C1=CC=CC=C1)=O)=O)OC)CC(C)C)=O ([[(R,S)-Methoxy-[N-(N-(benzoyl)-L-prolyl)aminobutyl]phosphinyl]methyl]-4-phenylbutanoyl-L-leucine N-phenylamide). Reaction SMILES: [C:1]1([NH:7][C:8](=[O:53])[C@H:9]([CH2:49][CH:50]([CH3:52])[CH3:51])[N:10]([CH2:22][P@:23]([O:47][CH3:48])([CH2:25][CH2:26][CH2:27][CH2:28][NH:29][C:30](=[O:46])[C@@H:31]2[CH2:35][CH2:34][CH2:33][N:32]2[C:36](OCC2C=CC=CC=2)=[O:37])=[O:24])[C:11](=[O:21])[CH2:12][CH2:13][CH2:14][C:15]2[CH:20]=[CH:19][CH:18]=[CH:17][CH:16]=2)[CH:6]=[CH:5][CH:4]=[CH:3][CH:2]=1.C(Cl)(=O)[C:55]1[CH:60]=[CH:59][CH:58]=[CH:57][CH:56]=1.CN1CCOCC1>CO.C(OCC)(=O)C.O.[Pd]>[C:1]1([NH:7][C:8](=[O:53])[C@H:9]([CH2:49][CH:50]([CH3:52])[CH3:51])[N:10]([CH2:22][P@:23]([O:47][CH3:48])([CH2:25][CH2:26][CH2:27][CH2:28][NH:29][C:30](=[O:46])[C@@H:31]2[CH2:35][CH2:34][CH2:33][N:32]2[C:36](=[O:37])[C:55]2[CH:60]=[CH:59][CH:58]=[CH:57][CH:56]=2)=[O:24])[C:11](=[O:21])[CH2:12][CH2:13][CH2:14][C:15]2[CH:16]=[CH:17][CH:18]=[CH:19][CH:20]=2)[CH:2]=[CH:3][CH:4]=[CH:5][CH:6]=1 |f:5.6|. Reported procedure: A solution of [[(R,S)-methoxy-[N-(N-(benzyloxycarbonyl)-L-prolyl)aminobutyl]phosphinyl]methyl]-4-phenylbutanoyl-L-leucine N-phenylamide (169 mg, 0.226 mmol) in methanol (2 mL) was stirred for 6 hours under an atmosphere of hydrogen in the presence of 20% palladium hydroxide-on-carbon (34 mg). The catalyst was removed by filtration through Celite, the filter washed with methanol, and the combined filtrate and washings evaporated. The resulting amine was dried under high vacuum, then dissolved in ... Reactants: OC1OC(CC1)COS(=O)(=O)C1=CC=C(C=C1)C ((±) 2-hydroxy-5-(p-toluenesulfonyloxymethyl)-tetrahydrofuran), N1=CC=CC=C1 (pyridine), C(C)(=O)OC(C)=O (acetic anhydride). Reagents/catalysts: CN(C)C=1C=CN=CC1 (DMAP). Run in C(Cl)Cl (methylene chloride). Run at time 1 hour. Product: C(C)(=O)OC1OC(CC1)COS(=O)(=O)C1=CC=C(C=C1)C ((±)-2-acetoxy-5-(p-toluenesulfonyloxymethyl)-tetrahydrofuran). Reaction SMILES: [OH:1][CH:2]1[CH2:6][CH2:5][CH:4]([CH2:7][O:8][S:9]([C:12]2[CH:17]=[CH:16][C:15]([CH3:18])=[CH:14][CH:13]=2)(=[O:11])=[O:10])[O:3]1.N1C=CC=CC=1.[C:25](OC(=O)C)(=[O:27])[CH3:26]>CN(C1C=CN=CC=1)C.C(Cl)Cl>[C:25]([O:1][CH:2]1[CH2:6][CH2:5][CH:4]([CH2:7][O:8][S:9]([C:12]2[CH:13]=[CH:14][C:15]([CH3:18])=[CH:16][CH:17]=2)(=[O:11])=[O:10])[O:3]1)(=[O:27])[CH3:26]. Procedure details: To a stirring solution of (±)2-hydroxy-5-(p-toluenesulfonyloxymethyl)-tetrahydrofuran (example 58) (4.20 g, 15.44 mmol), pyridine (2.75 mL, 33.97 mmol) and DMAP (catalytic) in methylene chloride (100 mL) at rt was added acetic anhydride (2.91 mL, 30.88 mmol). After stirring the solution for 1 h, it was washed with water (50 mL), 1 N HCl (50 mL), saturated NaHCO3 (50 mL), dried (MgSO4) and concentrated to give the title compound as a 1:1 mixture of cis and trans isomers (4.85 g, 100%). The reactants are BrCc1ccccc1, O=C([O-])[O-], CCC(C)=O, [K+], [K+], O=c1c2ccccc2[nH]n2cccc12. Yields the product O=c1c2ccccc2n(Cc2ccccc2)n2cccc12. RXN SMILES: [Br:21][CH2:22][c:23]1[cH:24][cH:25][cH:26][cH:27][cH:28]1.[C:15](=[O:16])([O-:17])[O-:18].[CH3:29][C:30](=[O:31])[CH2:32][CH3:33].[K+:19].[K+:20].[cH:1]1[cH:2][cH:3][n:4]2[nH:5][c:6]3[cH:7][cH:8][cH:9][cH:10][c:11]3[c:12](=[O:14])[c:13]12>>[cH:1]1[cH:2][cH:3][n:4]2[n:5]([CH2:22][c:23]3[cH:24][cH:25][cH:26][cH:27][cH:28]3)[c:6]3[cH:7][cH:8][cH:9][cH:10][c:11]3[c:12](=[O:14])[c:13]12. Reactants: C1(CCCC1)C=1C=C(C=O)C=CC1OC (3-Cyclopentyl-4-methoxybenzaldehyde), N1C(CC2=CC=CN=C12)=O (7-aza-2-oxindole), 2,3-bipyridin-2-one. Yields the product C1(CCCC1)C=1C=C(C=C2C(NC3=NC=CC=C32)=O)C=CC1OC (3-(3-Cyclopentyl-4-methoxybenzylidene)-1,3-dihydropyrrolo[2,3-b]pyridin-2-one). RXN SMILES: [CH:1]1([C:6]2[CH:7]=[C:8]([CH:11]=[CH:12][C:13]=2[O:14][CH3:15])[CH:9]=O)[CH2:5][CH2:4][CH2:3][CH2:2]1.[NH:16]1[C:24]2[C:19](=[CH:20][CH:21]=[CH:22][N:23]=2)[CH2:18][C:17]1=[O:25]>>[CH:1]1([C:6]2[CH:7]=[C:8]([CH:11]=[CH:12][C:13]=2[O:14][CH3:15])[CH:9]=[C:18]2[C:19]3[C:24](=[N:23][CH:22]=[CH:21][CH:20]=3)[NH:16][C:17]2=[O:25])[CH2:5][CH2:4][CH2:3][CH2:2]1. Procedure: 3-Cyclopentyl-4-methoxybenzaldehyde was condensed with 7-aza-2-oxindole to give 0.25 g of 3-(3-cyclopentyl-4-methoxybenzylidene,)-1,3-dihydropyrrolo[2,3-bipyridin-2-one as a yellow-orange solid.